The task is: describe an organic reaction: reactants, conditions, products, and yield. This data is from the Open Reaction Database (ORD), a public repository of structured organic reaction records. Starting materials: OBO, CC(=O)[O-], CC(=O)[O-], CS(=O)(=O)Oc1ccc2c(C(=O)c3ccc(OCCN4CCCCC4)cc3)c(OS(=O)(=O)C(F)(F)F)ccc2c1, CSc1cccc(F)c1, C1CCC(P(C2CCCCC2)C2CCCCC2)CC1, [Cs+], [F-], [Pd+2]. Product: CSc1cc(F)ccc1-c1ccc2cc(OS(C)(=O)=O)ccc2c1C(=O)c1ccc(OCCN2CCCCC2)cc1. Reaction SMILES: [BH:41]([OH:42])[OH:43].[C:74]([O-:75])(=[O:76])[CH3:77].[C:79]([O-:80])(=[O:81])[CH3:82].[CH3:1][S:2](=[O:3])(=[O:4])[O:5][c:6]1[cH:7][c:8]2[cH:9][cH:10][c:11]([O:33][S:34]([C:35]([F:36])([F:37])[F:38])(=[O:39])=[O:40])[c:12]([C:16]([c:17]3[cH:18][cH:19][c:20]([O:23][CH2:24][CH2:25][N:26]4[CH2:27][CH2:28][CH2:29][CH2:30][CH2:31]4)[cH:21][cH:22]3)=[O:32])[c:13]2[cH:14][cH:15]1.[CH3:44][S:45][c:46]1[cH:47][cH:48][cH:49][c:50]([F:52])[cH:51]1.[CH:53]1([P:54]([CH:55]2[CH2:56][CH2:57][CH2:58][CH2:59][CH2:60]2)[CH:61]2[CH2:62][CH2:63][CH2:64][CH2:65][CH2:66]2)[CH2:67][CH2:68][CH2:69][CH2:70][CH2:71]1.[Cs+:73].[F-:72].[Pd+2:78]>>[CH3:1][S:2](=[O:3])(=[O:4])[O:5][c:6]1[cH:7][c:8]2[cH:9][cH:10][c:11](-[c:47]3[c:46]([S:45][CH3:44])[cH:51][c:50]([F:52])[cH:49][cH:48]3)[c:12]([C:16]([c:17]3[cH:18][cH:19][c:20]([O:23][CH2:24][CH2:25][N:26]4[CH2:27][CH2:28][CH2:29][CH2:30][CH2:31]4)[cH:21][cH:22]3)=[O:32])[c:13]2[cH:14][cH:15]1. The reactants are CC(C)C(NCc1ccc(-c2ccccc2C#N)cc1)C(=O)OCc1ccccc1, CCN(C(C)C)C(C)C, ClC(Cl)Cl, CCOC(=O)Cl. As a reaction SMILES: [CH2:1]([c:2]1[cH:3][cH:4][cH:5][cH:6][cH:7]1)[O:8][C:9]([CH:10]([NH:11][CH2:12][c:13]1[cH:14][cH:15][c:16](-[c:19]2[c:20]([C:25]#[N:26])[cH:21][cH:22][cH:23][cH:24]2)[cH:17][cH:18]1)[CH:27]([CH3:28])[CH3:29])=[O:30].[CH:31]([N:32]([CH:33]([CH3:34])[CH3:35])[CH2:36][CH3:37])([CH3:38])[CH3:39].[CH:46]([Cl:47])([Cl:48])[Cl:49].[Cl:40][C:41](=[O:42])[O:43][CH2:44][CH3:45]>>[CH2:1]([c:2]1[cH:3][cH:4][cH:5][cH:6][cH:7]1)[O:8][C:9]([CH:10]([N:11]([CH2:12][c:13]1[cH:14][cH:15][c:16](-[c:19]2[c:20]([C:25]#[N:26])[cH:21][cH:22][cH:23][cH:24]2)[cH:17][cH:18]1)[C:41](=[O:42])[O:43][CH2:44][CH3:45])[CH:27]([CH3:28])[CH3:29])=[O:30]. Product: CCOC(=O)N(Cc1ccc(-c2ccccc2C#N)cc1)C(C(=O)OCc1ccccc1)C(C)C.